Task: describe an organic reaction: reactants, conditions, products, and yield. Dataset: the Open Reaction Database (ORD), a public repository of structured organic reaction records The reactants are CC1=C(C=CC=C1C)O (2,3-Dimethylphenol), O1CC=CC=C1 (1,2-dihyropyran). Reagents/catalysts: C(C)N(CC)CC (triethylamine), C1(=CC=C(C=C1)S(=O)(=O)O)C (p-toluenesulfonic acid). Product: CC1=C(OC2OCCCC2)C=CC=C1C (2-(2,3-dimethylphenoxy)tetrahydro-2H-pyran). The yield is 97.5%. Reaction SMILES: [CH3:1][C:2]1[C:7]([CH3:8])=[CH:6][CH:5]=[CH:4][C:3]=1[OH:9].[O:10]1[CH:15]=[CH:14][CH:13]=[CH:12][CH2:11]1>C1(C)C=CC(S(O)(=O)=O)=CC=1.C(N(CC)CC)C>[CH3:1][C:2]1[C:7]([CH3:8])=[CH:6][CH:5]=[CH:4][C:3]=1[O:9][CH:11]1[CH2:12][CH2:13][CH2:14][CH2:15][O:10]1. Procedure: In a manner similar to Preparation 27 except use 2,3-Dimethylphenol (20 g, 0.164 mol), 1,2-dihyropyran (17.9 mL, 0.196 mol), p-toluenesulfonic acid (1.64 mmol), and triethylamine (1.80 mmol) to give 33.0 g (100%) of 2-(2,3-dimethylphenoxy)tetrahydro-2H-pyran as a yellow oil. 1H NMR (400 MHz, CDCl3) δ 7.02 (t, J=7.8 Hz, 1H), 6.94 (d, J=8.1 Hz, 1H), 6.79 (d, J=7.4 Hz, 1H), 5.38 (t, J=3.2 Hz, 1H), 3.95-3.81 (m, 1H), 3.58 (dtd, J=11.2, 4.1, 1.3 Hz, 1H), 2.26 (s, 3H), 2.18 (s, 3H), 2.08-1.97 (m, 1H),... The reactants are CC1Cc2ccc(C3CCNCC3)cc2CN1c1cc(N2CCN(C)CC2)nc(N)n1, CC#N, CO, CCN(C(C)C)C(C)C, O=C(Cl)CC1CCCC1, Cl. Product: CC1Cc2ccc(C3CCN(C(=O)CC4CCCC4)CC3)cc2CN1c1cc(N2CCN(C)CC2)nc(N)n1. RXN SMILES: [CH3:1][N:2]1[CH2:3][CH2:4][N:5]([c:8]2[n:9][c:10]([NH2:31])[n:11][c:12]([N:14]3[CH2:15][c:16]4[cH:17][c:18]([CH:25]5[CH2:26][CH2:27][NH:28][CH2:29][CH2:30]5)[cH:19][cH:20][c:21]4[CH2:22][CH:23]3[CH3:24])[cH:13]2)[CH2:6][CH2:7]1.[CH3:51][C:52]#[N:53].[CH3:54][OH:55].[CH:33]([N:34]([CH2:35][CH3:36])[CH:37]([CH3:38])[CH3:39])([CH3:40])[CH3:41].[CH:42]1([CH2:47][C:48](=[O:49])[Cl:50])[CH2:43][CH2:44][CH2:45][CH2:46]1.[ClH:32]>>[CH3:1][N:2]1[CH2:3][CH2:4][N:5]([c:8]2[n:9][c:10]([NH2:31])[n:11][c:12]([N:14]3[CH2:15][c:16]4[cH:17][c:18]([CH:25]5[CH2:26][CH2:27][N:28]([C:48]([CH2:47][CH:42]6[CH2:43][CH2:44][CH2:45][CH2:46]6)=[O:49])[CH2:29][CH2:30]5)[cH:19][cH:20][c:21]4[CH2:22][CH:23]3[CH3:24])[cH:13]2)[CH2:6][CH2:7]1. The reactants are CCOC(=O)CCSc1cnc(N)s1, CS(=O)(=O)c1ccc(C(CC2CCCC2)C(=O)O)cc1. Yields the product CCOC(=O)CCSc1cnc(NC(=O)C(CC2CCCC2)c2ccc(S(C)(=O)=O)cc2)s1. RXN SMILES: [CH2:21]([CH3:22])[O:23][C:24]([CH2:25][CH2:26][S:27][c:28]1[cH:29][n:30][c:31]([NH2:33])[s:32]1)=[O:34].[CH:1]1([CH2:6][CH:7]([C:8](=[O:9])[OH:10])[c:11]2[cH:12][cH:13][c:14]([S:17](=[O:18])(=[O:19])[CH3:20])[cH:15][cH:16]2)[CH2:2][CH2:3][CH2:4][CH2:5]1>>[CH:1]1([CH2:6][CH:7]([C:8](=[O:10])[NH:33][c:31]2[n:30][cH:29][c:28]([S:27][CH2:26][CH2:25][C:24]([O:23][CH2:21][CH3:22])=[O:34])[s:32]2)[c:11]2[cH:12][cH:13][c:14]([S:17](=[O:18])(=[O:19])[CH3:20])[cH:15][cH:16]2)[CH2:2][CH2:3][CH2:4][CH2:5]1. The reactants are CO, COC(=O)CC(C)N(C)Cc1ccccc1, [OH-], [OH-], [Pd+2]. Product: CNC(C)CC(=O)OC. As a reaction SMILES: [CH3:17][OH:18].[CH3:1][O:2][C:3]([CH2:4][CH:5]([CH3:6])[N:7]([CH3:8])[CH2:9][c:10]1[cH:11][cH:12][cH:13][cH:14][cH:15]1)=[O:16].[OH-:19].[OH-:21].[Pd+2:20]>>[CH3:1][O:2][C:3]([CH2:4][CH:5]([CH3:6])[NH:7][CH3:8])=[O:16]. The reactants are CC(CCCCCC)(C)C1=CC(=C(C=C1)C1=CC(CCC1)=O)O (3-[4-(1,1-dimethylheptyl)-2-hydroxyphenyl]-cyclohex-2-enone), [BH4-].[Na+] (sodium borohydride), [Cl-].[Na+] (sodium chloride), CCOCC (ether). The solvent is CO (methanol). Conditions: time 30 minute. The product is CC(CCCCC)(C)C1=CC(=C(C=C1)C1=CC(CCC1)O)O (3-[4-(1,1-Dimethylhexyl)-2-hydroxyphenyl]-cyclohex-2-ene-1-ol). Reaction SMILES: [CH3:1][C:2]([C:10]1[CH:15]=[CH:14][C:13]([C:16]2[CH2:21][CH2:20][CH2:19][C:18](=[O:22])[CH:17]=2)=[C:12]([OH:23])[CH:11]=1)([CH3:9])[CH2:3][CH2:4][CH2:5][CH2:6][CH2:7]C.[BH4-].[Na+].[Cl-].[Na+].CCOCC>CO>[CH3:9][C:2]([C:10]1[CH:15]=[CH:14][C:13]([C:16]2[CH2:21][CH2:20][CH2:19][CH:18]([OH:22])[CH:17]=2)=[C:12]([OH:23])[CH:11]=1)([CH3:1])[CH2:3][CH2:4][CH2:5][CH2:6][CH3:7] |f:1.2,3.4|. Reported procedure: To a -18° C. solution of 70.0 g (0.20 mol) of 3-[4-(1,1-dimethylheptyl)-2-hydroxyphenyl]-cyclohex-2-enone in 200 ml of methanol is added 7.6 g (0.20 mol) of sodium borohydride. The reaction mixture is stirred for 30 minutes and then added to one liter of saturated sodium chloride-one liter of ether. The ether extract is washed once with 500 ml of saturated sodium chloride, dried over magnesium sulfate and evaporated. The residue is purified via column chromatography on 500 g of silica gel eluted... Starting materials: F[B-](F)(F)F, C1CCOC1, CC(C)N1CCNCC1, COC(=O)c1ccc2[nH]cc(Cl)c2c1, CO, [Li+], [Na+], O=C([O-])O, CN(C)C=O, [OH-], O, O, CN(C)C(On1nnc2ccccc21)=[N+](C)C. Yields the product CC(C)N1CCN(C(=O)c2ccc3[nH]cc(Cl)c3c2)CC1. As a reaction SMILES: [B-:27]([F:28])([F:29])([F:30])[F:31].[CH2:54]1[O:55][CH2:56][CH2:57][CH2:58]1.[CH3:18][CH:19]([CH3:20])[N:21]1[CH2:22][CH2:23][NH:24][CH2:25][CH2:26]1.[CH3:1][O:2][C:3](=[O:4])[c:5]1[cH:6][c:7]2[c:8]([Cl:14])[cH:9][nH:10][c:11]2[cH:12][cH:13]1.[CH3:59][OH:60].[Li+:16].[Na+:53].[O-:49][C:50]([OH:51])=[O:52].[O:62]=[CH:63][N:64]([CH3:65])[CH3:66].[OH-:15].[OH2:17].[OH2:61].[n:32]1([O:33][C:34]([N:35]([CH3:36])[CH3:37])=[N+:38]([CH3:39])[CH3:40])[c:41]2[cH:42][cH:43][cH:44][cH:45][c:46]2[n:47][n:48]1>>[C:3](=[O:4])([c:5]1[cH:6][c:7]2[c:8]([Cl:14])[cH:9][nH:10][c:11]2[cH:12][cH:13]1)[N:24]1[CH2:23][CH2:22][N:21]([CH:19]([CH3:18])[CH3:20])[CH2:26][CH2:25]1. The reactants are N[C@@H]1C(N(CC1)CC1=CC(=C(C=C1)N)[N+](=O)[O-])=O (3-(S)-amino-1-(4-amino-3-nitrobenzyl)-pyrrolidin-2-one), COC1=CC=C2C=CC(=CC2=C1)S(=O)(=O)Cl (7-methoxynaphthalene-2-sulfonyl chloride). The solvent is C(Cl)Cl (CH2Cl2). Yields the product NC1=C(C=C(CN2C([C@H](CC2)NS(=O)(=O)C2=CC3=CC(=CC=C3C=C2)OC)=O)C=C1)[N+](=O)[O-] (7-Methoxynaphthalene-2-sulfonic acid [1-(4-amino-3-nitrobenzyl)-2-oxopyrrolidin-3-(S)-yl]-amide). Reaction SMILES: [NH2:1][C@H:2]1[CH2:6][CH2:5][N:4]([CH2:7][C:8]2[CH:13]=[CH:12][C:11]([NH2:14])=[C:10]([N+:15]([O-:17])=[O:16])[CH:9]=2)[C:3]1=[O:18].[CH3:19][O:20][C:21]1[CH:30]=[C:29]2[C:24]([CH:25]=[CH:26][C:27]([S:31](Cl)(=[O:33])=[O:32])=[CH:28]2)=[CH:23][CH:22]=1>C(Cl)Cl>[NH2:14][C:11]1[CH:12]=[CH:13][C:8]([CH2:7][N:4]2[CH2:5][CH2:6][C@H:2]([NH:1][S:31]([C:27]3[CH:26]=[CH:25][C:24]4[C:29](=[CH:30][C:21]([O:20][CH3:19])=[CH:22][CH:23]=4)[CH:28]=3)(=[O:33])=[O:32])[C:3]2=[O:18])=[CH:9][C:10]=1[N+:15]([O-:17])=[O:16]. Reported procedure: The title compound is prepared in CH2Cl2 instead of CH3CN as described in EXAMPLE 1, Part K using 3-(S)-amino-1-(4-amino-3-nitrobenzyl)-pyrrolidin-2-one in place of 7-(3-(S)-amino-2-oxopyrrolidin-1-ylmethyl)-1-chloro-isoquinoline hydrochloride and 7-methoxynaphthalene-2-sulfonyl chloride as prepared in EXAMPLE 1, Part J. The crude product is purified by column chromatography eluting with a gradient of 20% EtOAc/CH2Cl2 to 50% EtOAc/CH2Cl2 to afford the title compound as a pale yellow solid. The reactants are CCOC(C)=O, S=C=Nc1cc(Cl)cc(Cl)c1, Nc1cccc(C(=O)Nc2ccccc2)c1. The product is O=C(Nc1ccccc1)c1cccc(NC(=S)Nc2cc(Cl)cc(Cl)c2)c1. RXN SMILES: [CH3:28][CH2:29][O:30][C:31](=[O:32])[CH3:33].[Cl:17][c:18]1[cH:19][c:20]([N:25]=[C:26]=[S:27])[cH:21][c:22]([Cl:24])[cH:23]1.[NH2:1][c:2]1[cH:3][c:4]([C:5](=[O:6])[NH:7][c:8]2[cH:9][cH:10][cH:11][cH:12][cH:13]2)[cH:14][cH:15][cH:16]1>>[NH:1]([c:2]1[cH:3][c:4]([C:5](=[O:6])[NH:7][c:8]2[cH:9][cH:10][cH:11][cH:12][cH:13]2)[cH:14][cH:15][cH:16]1)[C:26]([NH:25][c:20]1[cH:19][c:18]([Cl:17])[cH:23][c:22]([Cl:24])[cH:21]1)=[S:27].